Dataset: the Open Reaction Database (ORD), a public repository of structured organic reaction records. Task: describe an organic reaction: reactants, conditions, products, and yield The reactants are C(C)(C)(C)N1CCC(CC1)=O (1-tert-butylpiperidin-4-one), [O-]S(=O)(=O)[O-].[Mg+2] (MgSO4), N(N)C(=O)OC(C)(C)C (tert-butyl hydrazinecarboxylate). Solvent: C(Cl)Cl (DCM). Product: C(C)(C)(C)N1CCC(CC1)=NNC(=O)OC(C)(C)C (tert-butyl 2-(1-tert-butylpiperidin-4-ylidene)hydrazinecarboxylate). The yield is 84.0%. As a reaction SMILES: [C:1]([N:5]1[CH2:10][CH2:9][C:8](=O)[CH2:7][CH2:6]1)([CH3:4])([CH3:3])[CH3:2].[O-]S([O-])(=O)=O.[Mg+2].[NH:18]([C:20]([O:22][C:23]([CH3:26])([CH3:25])[CH3:24])=[O:21])[NH2:19]>C(Cl)Cl>[C:1]([N:5]1[CH2:10][CH2:9][C:8](=[N:19][NH:18][C:20]([O:22][C:23]([CH3:26])([CH3:25])[CH3:24])=[O:21])[CH2:7][CH2:6]1)([CH3:4])([CH3:3])[CH3:2] |f:1.2|. Procedure details: To a solution of 1-tert-butylpiperidin-4-one (1.0 g, 6.5 mmol) in DCM (20 mL) was added MgSO4 (1.5 g, 13 mmol) and tert-butyl hydrazinecarboxylate (0.7 g, 5.3 mmol). The reaction mixture was heated to reflux overnight. The solid was filtered off and the filtrate was concentrated. The residue was purified by silica gel chromatography eluting with EtOAc/petroleum ether (1:20) to give tert-butyl 2-(1-tert-butylpiperidin-4-ylidene)hydrazinecarboxylate (1.2 g, 84% yield) as a colorless oil. LCMS (ESI...